This data is from the Open Reaction Database (ORD), a public repository of structured organic reaction records. The task is: describe an organic reaction: reactants, conditions, products, and yield Product: CC1=CC=CC(=N1)NC=1SC(=C(N1)C=1C=C(C#N)C=CC1)N1N=CN=C1 (3-[2-(6-Methyl-pyridin-2-ylamino)-5-[1,2,4]triazol-1-yl-thiazol-4-yl]-benzonitrile). RXN SMILES: Br.Br[CH:3]([N:14]1[CH:18]=[N:17][CH:16]=[N:15]1)[C:4]([C:6]1[CH:7]=[C:8]([CH:11]=[CH:12][CH:13]=1)[C:9]#[N:10])=O.[CH3:19][C:20]1[N:25]=[C:24]([NH:26][C:27]([NH2:29])=[S:28])[CH:23]=[CH:22][CH:21]=1>C(O)C>[CH3:19][C:20]1[N:25]=[C:24]([NH:26][C:27]2[S:28][C:3]([N:14]3[CH:18]=[N:17][CH:16]=[N:15]3)=[C:4]([C:6]3[CH:7]=[C:8]([CH:11]=[CH:12][CH:13]=3)[C:9]#[N:10])[N:29]=2)[CH:23]=[CH:22][CH:21]=1 |f:0.1|. Run at temperature 90 celsius. The reactants are Br.BrC(C(=O)C=1C=C(C#N)C=CC1)N1N=CN=C1 (3-(2-Bromo-2-[1,2,4]triazol-1-yl-acetyl)-benzonitrile hydrobromide), CC1=CC=CC(=N1)NC(=S)N ((6-Methyl-pyridin-2-yl)-thiourea). Run in C(C)O (ethanol). Reported procedure: 3-(2-Bromo-2-[1,2,4]triazol-1-yl-acetyl)-benzonitrile hydrobromide (500 mg, 1.34 mmol) is dissolved in ethanol (5 ml). (6-Methyl-pyridin-2-yl)-thiourea (208 mg, 1.34 mmol) is added and the reaction heated to 90° C. for 2 hours. The precipitate is collected and washed with ethanol twice. The solid is suspended in water and basified with concentrated ammonium hydroxide and the resulting precipitate collected and washed with water to give the title compound after drying. Mass Spec (APCI+) 360.0, m.... Starting materials: C1(=CC=CC=C1O)C (o-Cresol), CO (methanol), [O-2].[Ca+2] (calcium oxide). Reagents/catalysts: [O-2].[Fe+2] (iron oxide), [O-2].[V+5].[O-2].[O-2].[O-2].[O-2].[V+5] (vanadium oxide), [O-2].[Ti+4].[O-2] (titanium oxide). The solvent is O (water). The product is C=1(C(=CC=CC1C)C)O (2.6-xylenol). As a reaction SMILES: [C:1]1([CH3:8])[C:6]([OH:7])=[CH:5][CH:4]=[CH:3][CH:2]=1.[CH3:9]O.[O-2].[Ca+2]>[O-2].[Fe+2].[O-2].[V+5].[O-2].[O-2].[O-2].[O-2].[V+5].[O-2].[Ti+4].[O-2].O>[C:6]1([OH:7])[C:5]([CH3:9])=[CH:4][CH:3]=[CH:2][C:1]=1[CH3:8] |f:2.3,4.5,6.7.8.9.10.11.12,13.14.15|. Procedure details: o-Cresol, methanol and water in a ratio of 1:2.5:2.5 were reacted in the same way as described in Example 1. The catalyst contained iron oxide, vanadium oxide, titanium oxide and calcium oxide in a molar ratio of 100:22:2:1.5. After working up, 2.6-xylenol was obtained with a selectivity of 98%. Reactants: FC1=C(C=C(C=C1)F)C(CC1=NC2=C(N1)CCCC2)=O (1-(2,5-Difluorophenyl)-2-(4,5,6,7-tetrahydro-1H-benzimidazol-2-yl)ethanone), C[O-].[Na+] (sodium methylate), C(C#C)(=O)OC (methyl propiolate). Yields the product FC1=C(C(=O)C=2C=CC(N3C2NC2=C3CCCC2)=O)C=C(C=C1)F (4-(2,5-Difluorobenzoyl)-6,7,8,9-tetrahydropyrido[1,2-a]benzimidazol-1(5H)-one). Reaction SMILES: [F:1][C:2]1[CH:7]=[CH:6][C:5]([F:8])=[CH:4][C:3]=1[C:9](=[O:20])[CH2:10][C:11]1[NH:15][C:14]2[CH2:16][CH2:17][CH2:18][CH2:19][C:13]=2[N:12]=1.C[O-].[Na+].[C:24](OC)(=[O:27])[C:25]#[CH:26]>>[F:1][C:2]1[CH:7]=[CH:6][C:5]([F:8])=[CH:4][C:3]=1[C:9]([C:10]1[CH:26]=[CH:25][C:24](=[O:27])[N:15]2[C:14]3[CH2:16][CH2:17][CH2:18][CH2:19][C:13]=3[NH:12][C:11]=12)=[O:20] |f:1.2|. Procedure: The compound is prepared as described in example 20 with 500 mg (1.81 mmol) of 1-(2,5-Difluorophenyl)-2-(4,5,6,7-tetrahydro-1H-benzimidazol-2-yl)ethanone (example XXXXII), 195.5 mg (3.62 mmol) of sodium methylate and 152.2 mg (1.81 mmol) methyl propiolate. The reactants are O=Cc1ccc(Oc2ccc(Br)cn2)cc1, CC(=O)O[BH-](OC(C)=O)OC(C)=O, CC(C)CCN, CC(=O)O, ClCCl, [Na+]. Product: CC(C)CCNCc1ccc(Oc2ccc(Br)cn2)cc1. Reaction SMILES: [Br:1][c:2]1[cH:3][cH:4][c:5]([O:8][c:9]2[cH:10][cH:11][c:12]([CH:13]=[O:14])[cH:15][cH:16]2)[n:6][cH:7]1.[C:23]([O:24][BH-:25]([O:26][C:27](=[O:28])[CH3:29])[O:30][C:31](=[O:32])[CH3:33])(=[O:34])[CH3:35].[CH2:17]([CH2:18][CH:19]([CH3:20])[CH3:21])[NH2:22].[CH3:37][C:38](=[O:39])[OH:40].[Cl:41][CH2:42][Cl:43].[Na+:36]>>[Br:1][c:2]1[cH:3][cH:4][c:5]([O:8][c:9]2[cH:10][cH:11][c:12]([CH2:13][NH:22][CH2:17][CH2:18][CH:19]([CH3:20])[CH3:21])[cH:15][cH:16]2)[n:6][cH:7]1. The reactants are BrC1=CC(=CS1)C(=O)N1CCC[C@@H]2CCCC[C@H]12 (cis-(5-bromo-thiophen-3-yl)-(octahydro-quinolin-1-yl)-methanone), N′N′-dimethylethylenediamine, N1N=CC=C1 (pyrazole), C([O-])([O-])=O.[K+].[K+] (potassium carbonate). Reagents/catalysts: [Cu](I)I (copper iodide). The solvent is COCCOC (DME). Conditions: temperature 120 celsius. Product: N1(CCCC2CCCCC12)C(=O)C1=CSC(=C1)N1N=CC=C1 ((Octahydro-quinolin-1-yl)-(5-pyrazol-1-yl-thiophen-3-yl)-methanone). Yield: 21.9%. RXN SMILES: Br[C:2]1[S:6][CH:5]=[C:4]([C:7]([N:9]2[C@@H:18]3[C@@H:13]([CH2:14][CH2:15][CH2:16][CH2:17]3)[CH2:12][CH2:11][CH2:10]2)=[O:8])[CH:3]=1.[NH:19]1[CH:23]=[CH:22][CH:21]=[N:20]1.C(=O)([O-])[O-].[K+].[K+]>COCCOC.[Cu](I)I>[N:9]1([C:7]([C:4]2[CH:3]=[C:2]([N:19]3[CH:23]=[CH:22][CH:21]=[N:20]3)[S:6][CH:5]=2)=[O:8])[CH:18]2[CH:13]([CH2:14][CH2:15][CH2:16][CH2:17]2)[CH2:12][CH2:11][CH2:10]1 |f:2.3.4|. Reported procedure: To a solution of cis-(5-bromo-thiophen-3-yl)-(octahydro-quinolin-1-yl)-methanone (0.095 g, 0.29 mmol) in DME (2 mL) was added N′N′-dimethylethylenediamine (0.005 g), pyrazole (0.039 g, 0.58 mmol), copper iodide (0.011 g) and potassium carbonate (0.040 g, 0.29 mmol). The reaction mixture was placed under nitrogen then sealed in a vial and heated at 120° C. for 79 hours. The solution was partitioned between DCM and water and the phases separated using a hydrophobic frit. The organic phase was evap...